This data is from the Open Reaction Database (ORD), a public repository of structured organic reaction records. The task is: describe an organic reaction: reactants, conditions, products, and yield The reactants are ClC1=C(C=C(C=C1)[C@H]1[C@@H](CN(CCO1)C(=O)OC(C)(C)C)COS(=O)(=O)C)F (tert-butyl (6S,7R)-7-(4-chloro-3-fluorophenyl)-6-{[(methylsulfonyl)oxy]methyl}-1,4-oxazepane-4-carboxylate), [N-]=[N+]=[N-].[Na+] (sodium azide). Run in CN(C)C=O (DMF). Reaction conditions: temperature 70 celsius, time 8 hour. Yields the product N(=[N+]=[N-])C[C@@H]1CN(CCO[C@H]1C1=CC(=C(C=C1)Cl)F)C(=O)OC(C)(C)C (tert-butyl (6S,7R)-6-(azidomethyl)-7-(4-chloro-3-fluorophenyl)-1,4-oxazepane-4-carboxylate). Yield: 192.3%. As a reaction SMILES: [Cl:1][C:2]1[CH:7]=[CH:6][C:5]([C@@H:8]2[O:14][CH2:13][CH2:12][N:11]([C:15]([O:17][C:18]([CH3:21])([CH3:20])[CH3:19])=[O:16])[CH2:10][C@H:9]2[CH2:22]OS(C)(=O)=O)=[CH:4][C:3]=1[F:28].[N-:29]=[N+:30]=[N-:31].[Na+]>CN(C=O)C>[N:29]([CH2:22][C@H:9]1[C@H:8]([C:5]2[CH:6]=[CH:7][C:2]([Cl:1])=[C:3]([F:28])[CH:4]=2)[O:14][CH2:13][CH2:12][N:11]([C:15]([O:17][C:18]([CH3:21])([CH3:20])[CH3:19])=[O:16])[CH2:10]1)=[N+:30]=[N-:31] |f:1.2|. Procedure details: To a solution of tert-butyl (6S,7R)-7-(4-chloro-3-fluorophenyl)-6-{[(methylsulfonyl)oxy]methyl}-1,4-oxazepane-4-carboxylate (4.00 g) in DMF (46 mL) was added sodium azide (891 mg), and the mixture was stirred at 70° C. overnight. To the reaction mixture was added distilled water, and the mixture was extracted with ethyl acetate. The extract was washed with distilled water and brine, and dried over anhydrous sodium sulfate. The solvent was evaporated under reduced pressure. The residue was purifi... Starting materials: Cl(=O)[O-].[Na+] (sodium chlorite), [OH-].[Na+] (sodium hydroxide), crude product, BrC=1C(=CSC1)C=O (4-bromo-3-thiophenecarbaldehyde), P(=O)(O)(O)[O-].[Na+] (sodium dihydrogen phosphate). Solvent: O (water), C(C)#N (acetonitrile), O (water), OO (hydrogen peroxide). Conditions: time 2 hour. Yields the product BrC=1C(=CSC1)C(=O)O (4-bromo-3-thiophenecarboxylic acid). Reaction SMILES: [Br:1][C:2]1[C:3]([CH:7]=[O:8])=[CH:4][S:5][CH:6]=1.P([O-])(O)(O)=[O:10].[Na+].Cl([O-])=O.[Na+].[OH-].[Na+]>C(#N)C.O.OO>[Br:1][C:2]1[C:3]([C:7]([OH:10])=[O:8])=[CH:4][S:5][CH:6]=1 |f:1.2,3.4,5.6|. Procedure: A mixture of 3-bromo-4-methylthiophene (8.85 g), N-bromosuccinimide (8.85 g), 2,2'-azobis(isobutyronitrile) (0.16 g) and carbon tetrachloride (100 ml) was stirred under reflux for 6 hours. The mixture was concentrated under reduced pressure to give a crude product of 3-bromo-4-bromomethylthiophene. A suspension of this crude product of 3-bromo-4-bromomethylthiophene and potassium acetate (30 g) in acetone (100 ml) was stirred at room temperature for 5 hours. The mixture was poured into water and... Reactants: C1(=CC=C(C=C1)COC1=CC=C(C=C1)CCCOC1=C(C(=O)O)C=C(C=C1)C(=O)OCC)C1=CC=CC=C1 (2-{3-[4-(1,1′-biphenyl-4-ylmethoxy)phenyl]propoxy}-5-(ethoxycarbonyl)benzoic acid), Cl.N[C@@H]1[C@@H](CCCC1)C(=O)OCC (ethyl cis-2-amino-1-cyclohexanecarboxylate hydrochloride). Yields the product C1(=CC=C(C=C1)COC1=CC=C(C=C1)CCCOC1=C(C=C(C(=O)OCC)C=C1)C(=O)N[C@H]1[C@H](CCCC1)C(=O)OCC)C1=CC=CC=C1 (Ethyl 4-{3-[4-(1,1′-biphenyl-4-ylmethoxy)phenyl]propoxy}-3-({cis-[2-(ethoxy-carbonyl)cyclohexyl]amino}carbonyl)benzoate). Reaction SMILES: [C:1]1([C:33]2[CH:38]=[CH:37][CH:36]=[CH:35][CH:34]=2)[CH:6]=[CH:5][C:4]([CH2:7][O:8][C:9]2[CH:14]=[CH:13][C:12]([CH2:15][CH2:16][CH2:17][O:18][C:19]3[CH:27]=[CH:26][C:25]([C:28]([O:30][CH2:31][CH3:32])=[O:29])=[CH:24][C:20]=3[C:21](O)=[O:22])=[CH:11][CH:10]=2)=[CH:3][CH:2]=1.Cl.[NH2:40][C@H:41]1[CH2:46][CH2:45][CH2:44][CH2:43][C@H:42]1[C:47]([O:49][CH2:50][CH3:51])=[O:48]>>[C:1]1([C:33]2[CH:34]=[CH:35][CH:36]=[CH:37][CH:38]=2)[CH:2]=[CH:3][C:4]([CH2:7][O:8][C:9]2[CH:10]=[CH:11][C:12]([CH2:15][CH2:16][CH2:17][O:18][C:19]3[CH:27]=[CH:26][C:25]([C:28]([O:30][CH2:31][CH3:32])=[O:29])=[CH:24][C:20]=3[C:21]([NH:40][C@@H:41]3[CH2:46][CH2:45][CH2:44][CH2:43][C@@H:42]3[C:47]([O:49][CH2:50][CH3:51])=[O:48])=[O:22])=[CH:13][CH:14]=2)=[CH:5][CH:6]=1 |f:1.2|. Reported procedure: The compound is prepared in analogy to the process described in Example 6 from 2-{3-[4-(1,1′-biphenyl-4-ylmethoxy)phenyl]propoxy}-5-(ethoxycarbonyl)benzoic acid and ethyl cis-2-amino-1-cyclohexanecarboxylate hydrochloride. The reactants are C(C)OC(=O)C1=CN(C2=CC=CC=C2C1=O)CC1=NC(=CC=C1)Br (1-(6-bromo-pyridin-2-ylmethyl)-4-oxo-1,4-dihydro-quinoline-3-carboxylic acid ethyl ester), [OH-].[Li+] (lithium hydroxide), CO (methanol), Cl (HCl). Run in CO.O (methanol water). Run at temperature 65 celsius, time 8 hour. The product is BrC1=CC=CC(=N1)CN1C=C(C(C2=CC=CC=C12)=O)C(=O)O (1-(6-Bromo-pyridin-2-ylmethyl)-4-oxo-1,4-dihydro-quinoline-3-carboxylic acid). Isolated yield 68.7%. As a reaction SMILES: C([O:3][C:4]([C:6]1[C:15](=[O:16])[C:14]2[C:9](=[CH:10][CH:11]=[CH:12][CH:13]=2)[N:8]([CH2:17][C:18]2[CH:23]=[CH:22][CH:21]=[C:20]([Br:24])[N:19]=2)[CH:7]=1)=[O:5])C.[OH-].[Li+].CO.Cl>CO.O>[Br:24][C:20]1[N:19]=[C:18]([CH2:17][N:8]2[C:9]3[C:14](=[CH:13][CH:12]=[CH:11][CH:10]=3)[C:15](=[O:16])[C:6]([C:4]([OH:5])=[O:3])=[CH:7]2)[CH:23]=[CH:22][CH:21]=1 |f:1.2,5.6|. Procedure details: 14.9 g (38.5 mmol) of 1-(6-bromo-pyridin-2-ylmethyl)-4-oxo-1,4-dihydro-quinoline-3-carboxylic acid ethyl ester was dissolved/suspended in 300 mL of a 1:1 methanol-water mixture. 1.11 g (46.2 mmol) of lithium hydroxide was added and the mixture was heated up to 65° C. and stirred overnight. The mixture was cooled down to r.t., 300 mL of methanol and 4 mL of concentrated aqueous HCl were added and the solids were filtered off. The solids were then dissolved/suspended in 300 mL ethanol, brought to ... The reactants are OC1=C(C=CC(=O)C2=C(C(=O)O)C=CC=C2)C=CC=C1 (o-(o-hydroxycinnamoyl)benzoic acid). The solvent is N-dimethylformamide, O (water). Yields the product C1(=O)OC2(C3=CC=CC=C13)OC1=CC=CC=C1C=C2 (2H-chromene-2-spiro-3'-phthalide). Yield: 90.3%. As a reaction SMILES: O[C:2]1[CH:20]=[CH:19][CH:18]=[CH:17][C:3]=1[CH:4]=[CH:5][C:6]([C:8]1[CH:16]=[CH:15][CH:14]=[CH:13][C:9]=1[C:10]([OH:12])=[O:11])=[O:7]>O>[C:10]1([C:9]2[C:8](=[CH:16][CH:15]=[CH:14][CH:13]=2)[C:6]2([CH:5]=[CH:4][C:3]3[C:17](=[CH:18][CH:19]=[CH:20][CH:2]=3)[O:7]2)[O:12]1)=[O:11]. Procedure details: 12.7 g of o-(o-hydroxycinnamoyl)benzoic acid was heated in 100 ml of N-dimethylformamide under agitation for 6 hours. Then, the liquid reaction mixture was poured into 400 ml of water to form a white crystal. The crystal was recovered by filtration and recrystallized from ethyl alcohol to obtain 10.7 g of 2H-chromene-2-spiro-3'-phthalide (compound (1)) as a colorless needle. (yield = 90%). Physical properties of the product are as follows: